This data is from the Open Reaction Database (ORD), a public repository of structured organic reaction records. The task is: describe an organic reaction: reactants, conditions, products, and yield The reactants are O=C([O-])O, ClCCl, OC1CCCCC1c1cc(F)c(F)c(F)c1, [Na+]. Product: O=C1CCCCC1c1cc(F)c(F)c(F)c1. Reaction SMILES: [C:17](=[O:18])([OH:19])[O-:20].[CH2:22]([Cl:23])[Cl:24].[F:1][c:2]1[cH:3][c:4]([CH:10]2[CH:11]([OH:16])[CH2:12][CH2:13][CH2:14][CH2:15]2)[cH:5][c:6]([F:9])[c:7]1[F:8].[Na+:21]>>[F:1][c:2]1[cH:3][c:4]([CH:10]2[C:11](=[O:16])[CH2:12][CH2:13][CH2:14][CH2:15]2)[cH:5][c:6]([F:9])[c:7]1[F:8].